From a dataset of the Open Reaction Database (ORD), a public repository of structured organic reaction records. describe an organic reaction: reactants, conditions, products, and yield Reactants: C(CCCCCCCCCCC)(=O)O[C@@H](CSC[C@@H](C(N[C@H](COCC(OC(C)(C)C)=O)CC)=O)NC(=O)OCC1C2=CC=CC=C2C=2C=CC=CC12)COC(CCCCCCCCCCC)=O ((8S,11R,15R)-11-(((9H-fluoren-9-yl)methoxy)carbonylamino)-8-ethyl-2,2-dimethyl-4,10-dioxo-3,6-dioxa-13-thia-9-azahexadecane-15,16-diyl didodecanoate). Run in C(=O)(C(F)(F)F)O (TFA), C(Cl)Cl (DCM). Conditions: time 1 hour. Product: N[C@H](C(N[C@H](COCC(=O)O)CC)=O)CSC[C@@H](COC(CCCCCCCCCCC)=O)OC(CCCCCCCCCCC)=O ((5S,8R,12R)-8-amino-12-(dodecanoyloxy)-5-ethyl-7,15-dioxo-3,14-dioxa-10-thia-6-azahexacosan-1-oic acid). As a reaction SMILES: [C:1]([O:14][C@H:15]([CH2:54][O:55][C:56](=[O:68])[CH2:57][CH2:58][CH2:59][CH2:60][CH2:61][CH2:62][CH2:63][CH2:64][CH2:65][CH2:66][CH3:67])[CH2:16][S:17][CH2:18][C@H:19]([NH:36]C(OCC1C2C=CC=CC=2C2C1=CC=CC=2)=O)[C:20](=[O:35])[NH:21][C@@H:22]([CH2:33][CH3:34])[CH2:23][O:24][CH2:25][C:26](=[O:32])[O:27]C(C)(C)C)(=[O:13])[CH2:2][CH2:3][CH2:4][CH2:5][CH2:6][CH2:7][CH2:8][CH2:9][CH2:10][CH2:11][CH3:12]>C(O)(C(F)(F)F)=O.C(Cl)Cl>[NH2:36][C@@H:19]([CH2:18][S:17][CH2:16][C@H:15]([O:14][C:1](=[O:13])[CH2:2][CH2:3][CH2:4][CH2:5][CH2:6][CH2:7][CH2:8][CH2:9][CH2:10][CH2:11][CH3:12])[CH2:54][O:55][C:56](=[O:68])[CH2:57][CH2:58][CH2:59][CH2:60][CH2:61][CH2:62][CH2:63][CH2:64][CH2:65][CH2:66][CH3:67])[C:20](=[O:35])[NH:21][C@@H:22]([CH2:33][CH3:34])[CH2:23][O:24][CH2:25][C:26]([OH:32])=[O:27]. Reported procedure: A solution of (8S,11R,15R)-11-(((9H-fluoren-9-yl)methoxy)carbonylamino)-8-ethyl-2,2-dimethyl-4,10-dioxo-3,6-dioxa-13-thia-9-azahexadecane-15,16-diyl didodecanoate (1 eq, from the previous step) in 50% TFA in DCM (0.05 M) was stirred in open air at 40° C. for 1.5 hours. The mixture was dried under a stream of air and briefly evaporated under high vacuum. The resulting oil was dissolved in 20% piperidine in THF (0.1 mL) and stirred at room temperature for 1 hour. The reaction mixture was diluted w... The reactants are Cl.CN(C(=O)[C@H]1NC[C@@H](C1)O)C ((2S,4R)-4-hydroxy-pyrrolidine-2-carboxylic acid dimethylamide hydrochloride), S1C(=NC2=C1C=CC=C2)C2(C(NC1=CC=C(C=C21)Cl)=O)Cl (3-Benzothiazol-2-yl-3,5-dichloro-1,3-dihydroindol-2-one), C1CCOC1 (THF), CCN(C(C)C)C(C)C (DIPEA). Solvent: ClCCl (dichloromethane), O (water). Conditions: time 48 hour. The product is CN(C(=O)[C@H]1N(C[C@@H](C1)O)C1(C(NC2=CC=C(C=C12)Cl)=O)C=1SC2=C(N1)C=CC=C2)C ((2S,4R)-1-(3-Benzothiazol-2-yl-5-chloro-2-oxo-2,3-dihydro-1H-indol-3-yl)-4-hydroxy-pyrrolidine-2-carboxylic acid dimethylamide). As a reaction SMILES: Cl.[CH3:2][N:3]([CH3:12])[C:4]([C@@H:6]1[CH2:10][C@@H:9]([OH:11])[CH2:8][NH:7]1)=[O:5].[S:13]1[C:17]2[CH:18]=[CH:19][CH:20]=[CH:21][C:16]=2[N:15]=[C:14]1[C:22]1(Cl)[C:30]2[C:25](=[CH:26][CH:27]=[C:28]([Cl:31])[CH:29]=2)[NH:24][C:23]1=[O:32].C1COCC1.CCN(C(C)C)C(C)C>ClCCl.O>[CH3:2][N:3]([CH3:12])[C:4]([C@@H:6]1[CH2:10][C@@H:9]([OH:11])[CH2:8][N:7]1[C:22]1([C:14]2[S:13][C:17]3[CH:18]=[CH:19][CH:20]=[CH:21][C:16]=3[N:15]=2)[C:30]2[C:25](=[CH:26][CH:27]=[C:28]([Cl:31])[CH:29]=2)[NH:24][C:23]1=[O:32])=[O:5] |f:0.1|. Procedure: (2S,4R)-4-hydroxy-pyrrolidine-2-carboxylic acid dimethylamide hydrochloride (0.78 g, 4.0 mmol) was added to a solution of the intermediate from step B in a mixture of dichloromethane (9 ml), THF (2 ml) and DIPEA (2 ml). The reaction mixture was stirred at room temperature for 48 h. After addition of water, the mixture was extracted four times with ethyl acetate. The combined organic layer was dried over magnesium sulfate, filtered and concentrated under reduced pressure. The less polar diastereo...